From a dataset of the Open Reaction Database (ORD), a public repository of structured organic reaction records. describe an organic reaction: reactants, conditions, products, and yield The reactants are FC1=CC=C(C=C1)C(C1=NC=CC=C1)N1CCNCC1 ([4-fluorophenyl-(2-pyridyl)methyl]piperazine), C1CCS(=O)(=O)OC1 (1,4-butanesultone). Run in C(C(C)C)C(=O)C (isobutylmethylketone). Product: FC1=CC=C(C=C1)C(N1CCN(CC1)CCCCS(=O)(=O)O)C1=NC=CC=C1 (4-[4-[4-fluorophenyl-(2-pyridyl)methyl]-1-piperazinyl]butylsulfonic acid). Isolated yield 71.5%. Reaction SMILES: [F:1][C:2]1[CH:7]=[CH:6][C:5]([CH:8]([N:15]2[CH2:20][CH2:19][NH:18][CH2:17][CH2:16]2)[C:9]2[CH:14]=[CH:13][CH:12]=[CH:11][N:10]=2)=[CH:4][CH:3]=1.[CH2:21]1[CH2:28][O:27][S:24](=[O:26])(=[O:25])[CH2:23][CH2:22]1>C(C(C)=O)C(C)C>[F:1][C:2]1[CH:7]=[CH:6][C:5]([CH:8]([C:9]2[CH:14]=[CH:13][CH:12]=[CH:11][N:10]=2)[N:15]2[CH2:16][CH2:17][N:18]([CH2:28][CH2:21][CH2:22][CH2:23][S:24]([OH:27])(=[O:26])=[O:25])[CH2:19][CH2:20]2)=[CH:4][CH:3]=1. Procedure details: After a mixture of [4-fluorophenyl-(2-pyridyl)methyl]piperazine (2.71 g), 1,4-butanesultone (4.08 g) and isobutylmethylketone (60 ml) is heated at reflux temperature for 20 hours, precipitated crystals are collected by filtration and recrystallized from ethanol-acetone to give the title compound (2.91 g, 71.5%). mp. 231°-232° C.